describe an organic reaction: reactants, conditions, products, and yield From a dataset of the Open Reaction Database (ORD), a public repository of structured organic reaction records. Starting materials: Cl.C(C)OC([C@@H](N)CC1=CC=C(C=C1)[N+](=O)[O-])=O (4-nitrophenylalanine ethyl ester hydrochloride), C(=O)([O-])[O-].[Na+].[Na+] (Na2CO3). Run in C(C)(=O)OCC (ethyl acetate). Run at time 15 minute. The product is C(C)OC([C@@H](N)CC1=CC=C(C=C1)[N+](=O)[O-])=O (4-nitrophenylalanine ethyl ester). Yield: 89.4%. RXN SMILES: Cl.[CH2:2]([O:4][C:5](=[O:18])[C@H:6]([CH2:8][C:9]1[CH:14]=[CH:13][C:12]([N+:15]([O-:17])=[O:16])=[CH:11][CH:10]=1)[NH2:7])[CH3:3].C([O-])([O-])=O.[Na+].[Na+]>C(OCC)(=O)C>[CH2:2]([O:4][C:5](=[O:18])[C@H:6]([CH2:8][C:9]1[CH:14]=[CH:13][C:12]([N+:15]([O-:17])=[O:16])=[CH:11][CH:10]=1)[NH2:7])[CH3:3] |f:0.1,2.3.4|. Procedure: 4-nitrophenylalanine ethyl ester hydrochloride (2 g, 1.0 eq, 7.28 mmol) obtained in step (i) was dissolved in ethyl acetate (150 mL). To that Na2CO3 (386 mg, 0.5 eq, 3.64 mmol) was added and was stirred for 15 min. The reaction mixture was washed with aq. NaHCO3. The organic layer was dried (Na2SO4), and condensed to obtain 4-nitrophenylalanine ethyl ester as thick oil (1.55 g, 89%). Starting materials: C, O=C(O)C=Cc1ccc2c(c1)OCO2, CO, [H][H], [Pd]. Product: O=C(O)CCc1ccc2c(c1)OCO2. RXN SMILES: [C:19].[CH2:1]1[O:2][c:3]2[cH:4][c:5]([CH:6]=[CH:7][C:8](=[O:9])[OH:10])[cH:11][cH:12][c:13]2[O:14]1.[CH3:17][OH:18].[H:15][H:16].[Pd:20]>>[CH2:1]1[O:2][c:3]2[cH:4][c:5]([CH2:6][CH2:7][C:8](=[O:9])[OH:10])[cH:11][cH:12][c:13]2[O:14]1. The reactants are C([O-])([O-])=O.[Na+].[Na+] (sodium carbonate), Cl (hydrochloric acid), N[C@@H](CCC(=O)O)C(=O)OC(C)(C)C ((S)-4-amino-5-tert-butoxy-5-oxopentanoic acid), C(CC(O)(C(=O)O)CC(=O)O)(=O)O (citric acid), C(=O)(OCC1C2=CC=CC=C2C2=CC=CC=C12)Cl (Fmoc chloride). The solvent is O (water), O1CCOCC1 (1,4-dioxane). Reaction conditions: time 16 hour. The product is C1=CC=CC=2C3=CC=CC=C3C(C12)COC(=O)N[C@@H](CCC(=O)O)C(=O)OC(C)(C)C ((S)-4-(((9H-fluoren-9-yl)methoxy)carbonylamino)-5-tert-butoxy-5-oxopentanoic acid). The yield is 98.7%. As a reaction SMILES: [NH2:1][C@H:2]([C:8]([O:10][C:11]([CH3:14])([CH3:13])[CH3:12])=[O:9])[CH2:3][CH2:4][C:5]([OH:7])=[O:6].C(=O)([O-])[O-].[Na+].[Na+].[C:21](Cl)([O:23][CH2:24][CH:25]1[C:37]2[C:32](=[CH:33][CH:34]=[CH:35][CH:36]=2)[C:31]2[C:26]1=[CH:27][CH:28]=[CH:29][CH:30]=2)=[O:22].Cl.C(O)(=O)CC(CC(O)=O)(C(O)=O)O>O1CCOCC1.O>[CH:36]1[C:37]2[CH:25]([CH2:24][O:23][C:21]([NH:1][C@H:2]([C:8]([O:10][C:11]([CH3:14])([CH3:13])[CH3:12])=[O:9])[CH2:3][CH2:4][C:5]([OH:7])=[O:6])=[O:22])[C:26]3[C:31](=[CH:30][CH:29]=[CH:28][CH:27]=3)[C:32]=2[CH:33]=[CH:34][CH:35]=1 |f:1.2.3|. Procedure details: To (S)-4-amino-5-tert-butoxy-5-oxopentanoic acid (1.50 g, 7.38 mmol) in 1,4-dioxane (40 mL) chilled to 0° C., sodium carbonate (196 mg, 1.85 mmol) in water (20 mL) was added followed by Fmoc chloride (2.11 g, 8.16 mmol). The reaction was gradually warmed to ambient temperature and stirred at ambient temperature for 16 hours. After this time, the reaction was made slightly acidic (pH=6) with 2 M hydrochloric acid and the pH adjusted to ˜3 with 1 M citric acid (˜80 mL). The resulting mixture was e... Starting materials: CC(C)OC(=O)N=NC(=O)OC(C)C, O=C1C=CC(=O)N1, c1ccc(P(c2ccccc2)c2ccccc2)cc1, OCCCc1ccccc1. The product is O=C1C=CC(=O)N1CCCc1ccccc1. Reaction SMILES: [O:20]=[C:21]([O:22][CH:23]([CH3:24])[CH3:25])[N:26]=[N:27][C:28]([O:29][CH:30]([CH3:31])[CH3:32])=[O:33].[O:44]=[C:45]1[NH:46][C:47](=[O:48])[CH:49]=[CH:50]1.[c:1]1([P:2]([c:3]2[cH:4][cH:5][cH:6][cH:7][cH:8]2)[c:9]2[cH:10][cH:11][cH:12][cH:13][cH:14]2)[cH:15][cH:16][cH:17][cH:18][cH:19]1.[c:34]1([CH2:40][CH2:41][CH2:42][OH:43])[cH:35][cH:36][cH:37][cH:38][cH:39]1>>[c:34]1([CH2:40][CH2:41][CH2:42][N:46]2[C:45](=[O:44])[CH:50]=[CH:49][C:47]2=[O:48])[cH:35][cH:36][cH:37][cH:38][cH:39]1. Starting materials: ClC1=CC=C(C=C1)C1=CC(=NC=C1OCC(F)(F)F)C(=O)O (4-(4-chloro-phenyl)-5-(2,2,2-trifluoro-ethoxy)-pyridine-2-carboxylic acid), CC(C)C1=NOC(=C1)CN (3-(1-methylethyl)-5-isoxazolemethanamine). Yields the product C(C)(C)C1=NOC(=C1)CNC(=O)C1=NC=C(C(=C1)C1=CC=C(C=C1)Cl)OCC(F)(F)F (4-(4-chloro-phenyl)-5-(2,2,2-trifluoro-ethoxy)-pyridine-2-carboxylic acid (3-isopropyl-isoxazol-5-ylmethyl)-amide). As a reaction SMILES: [Cl:1][C:2]1[CH:7]=[CH:6][C:5]([C:8]2[C:13]([O:14][CH2:15][C:16]([F:19])([F:18])[F:17])=[CH:12][N:11]=[C:10]([C:20](O)=[O:21])[CH:9]=2)=[CH:4][CH:3]=1.[CH3:23][CH:24]([C:26]1[CH:30]=[C:29]([CH2:31][NH2:32])[O:28][N:27]=1)[CH3:25]>>[CH:24]([C:26]1[CH:30]=[C:29]([CH2:31][NH:32][C:20]([C:10]2[CH:9]=[C:8]([C:5]3[CH:6]=[CH:7][C:2]([Cl:1])=[CH:3][CH:4]=3)[C:13]([O:14][CH2:15][C:16]([F:19])([F:18])[F:17])=[CH:12][N:11]=2)=[O:21])[O:28][N:27]=1)([CH3:25])[CH3:23]. Procedure details: The title compound was synthesized in analogy to Example 1, using 4-(4-chloro-phenyl)-5-(2,2,2-trifluoro-ethoxy)-pyridine-2-carboxylic acid (example D) and 3-(1-methylethyl)-5-isoxazolemethanamine as starting materials; LC-MS (UV peak area/ESI) 100%, 454.1134 (M+H)+. Reaction SMILES: [C:18]([O:19][O:20][C:21](=[O:22])[c:23]1[cH:24][cH:25][cH:26][cH:27][cH:28]1)(=[O:29])[c:30]1[cH:31][cH:32][cH:33][cH:34][cH:35]1.[Cl:1][c:2]1[c:3]([CH3:9])[cH:4][cH:5][cH:6][c:7]1[CH3:8].[Cl:36][C:37]([Cl:38])([Cl:39])[Cl:40].[O:10]=[C:11]1[N:12]([Br:17])[C:13](=[O:14])[CH2:15][CH2:16]1>>[Cl:1][c:2]1[c:3]([CH2:9][Br:17])[cH:4][cH:5][cH:6][c:7]1[CH3:8]. The reactants are O=C(OOC(=O)c1ccccc1)c1ccccc1, Cc1cccc(C)c1Cl, ClC(Cl)(Cl)Cl, O=C1CCC(=O)N1Br. Product: Cc1cccc(CBr)c1Cl. Starting materials: NC1=C(C2=C(S1)CCCC2)C#N (2-amino-4,5,6,7-tetrahydrobenzo[b]thiophene-3-carbonitrile), C(C1=CC=CC=C1)(=O)N=C=S (benzoylisothiocyanate). Yields the product C(#N)C=1C2=C(SC1NC(=S)NC(C1=CC=CC=C1)=O)CCCC2 (N-(3-Cyano-4,5,6,7-tetrahydrobenzo[b]thiophen-2-ylcarbamothioyl)-benzamide). Reaction SMILES: [NH2:1][C:2]1[S:6][C:5]2[CH2:7][CH2:8][CH2:9][CH2:10][C:4]=2[C:3]=1[C:11]#[N:12].[C:13]([N:21]=[C:22]=[S:23])(=[O:20])[C:14]1[CH:19]=[CH:18][CH:17]=[CH:16][CH:15]=1>>[C:11]([C:3]1[C:4]2[CH2:10][CH2:9][CH2:8][CH2:7][C:5]=2[S:6][C:2]=1[NH:1][C:22]([NH:21][C:13](=[O:20])[C:14]1[CH:15]=[CH:16][CH:17]=[CH:18][CH:19]=1)=[S:23])#[N:12]. Procedure details: Prepared as in example 1a from 2-amino-4,5,6,7-tetrahydrobenzo[b]thiophene-3-carbonitrile (example 5b) and benzoylisothiocyanate as a pale-yellow solid. MS 342 (MH+). The reactants are BrC=1C=C(C=CC1)C1(NC(OC1)=O)C1=CC(=C(C=C1)OC(F)F)C (4-(3-bromo-phenyl)-4-(4-difluoromethoxy-3-methyl-phenyl)-oxazolidin-2-one), C(C)O (ethanol), [OH-].[Li+] (lithium hydroxide). Run in O (water). The product is NC(CO)(C1=CC(=C(C=C1)OC(F)F)C)C1=CC(=CC=C1)Br ((RS)-2-amino-2-(3-bromo-phenyl)-2-(4-difluoromethoxy-3-methyl-phenyl)-ethanol). The yield is 100.7%. Reaction SMILES: [Br:1][C:2]1[CH:3]=[C:4]([C:8]2([C:14]3[CH:19]=[CH:18][C:17]([O:20][CH:21]([F:23])[F:22])=[C:16]([CH3:24])[CH:15]=3)[CH2:12][O:11]C(=O)[NH:9]2)[CH:5]=[CH:6][CH:7]=1.C(O)C.[OH-].[Li+]>O>[NH2:9][C:8]([C:4]1[CH:5]=[CH:6][CH:7]=[C:2]([Br:1])[CH:3]=1)([C:14]1[CH:19]=[CH:18][C:17]([O:20][CH:21]([F:22])[F:23])=[C:16]([CH3:24])[CH:15]=1)[CH2:12][OH:11] |f:2.3|. Procedure details: A solution of 4-(3-bromo-phenyl)-4-(4-difluoromethoxy-3-methyl-phenyl)-oxazolidin-2-one (intermediate XVII-2) (5.1 g, 1 eq) in a 9:1-mixture of ethanol and water (50 ml) was added lithium hydroxide (9.2 g, 30 eq). The reaction was stirred at reflux for 3 hours. Then the mixture was allowed to cool to room temperature and concentrated at reduced pressure. The residue was extracted with ethyl acetate (3×20 ml), the combined organic layers were collected, dried over sodium sulphate and concentrated... Reactants: ClC=1N=C2N(C(C1F)=O)CC[C@H](N2)C(F)(F)F ((8S)-2-chloro-3-fluoro-8-(trifluoromethyl)-6,7,8,9-tetrahydro-4 H-pyrimido[1,2-a]pyrimidin-4-one), N1CCOCC1 (morpholine). Run in C(C)#N (acetonitrile). Conditions: time 8 hour. The product is FC1=C(N=C2N(C1=O)CC[C@H](N2)C(F)(F)F)N2CCOCC2 ((8S)-3-fluoro-2-(morpholin-4-yl)-8-(trifluoromethyl)-6,7,8,9-tetrahydro-4 H-pyrimido[1,2-a]pyrimidin-4-one). Reaction SMILES: Cl[C:2]1[N:3]=[C:4]2[NH:13][C@H:12]([C:14]([F:17])([F:16])[F:15])[CH2:11][CH2:10][N:5]2[C:6](=[O:9])[C:7]=1[F:8].[NH:18]1[CH2:23][CH2:22][O:21][CH2:20][CH2:19]1>C(#N)C>[F:8][C:7]1[C:6](=[O:9])[N:5]2[CH2:10][CH2:11][C@@H:12]([C:14]([F:17])([F:16])[F:15])[NH:13][C:4]2=[N:3][C:2]=1[N:18]1[CH2:23][CH2:22][O:21][CH2:20][CH2:19]1. Procedure details: The product can be prepared according to the procedure described in Example 16, stage b, but using 1 g of (8S)-2-chloro-3-fluoro-8-(trifluoromethyl)-6,7,8,9-tetrahydro-4 H-pyrimido[1,2-a]pyrimidin-4-one in 5 ml of acetonitrile, and 1.6 ml of morpholine. After a period overnight at 65° C., 1.1 g of (8S)-3-fluoro-2-(morpholin-4-yl)-8-(trifluoromethyl)-6,7,8,9-tetrahydro-4 H-pyrimido[1,2-a]pyrimidin-4-one are obtained in the form of a beige powder, the characteristics of which are the following: